From a dataset of the Open Reaction Database (ORD), a public repository of structured organic reaction records. describe an organic reaction: reactants, conditions, products, and yield Starting materials: C(C)OC(COC1N(C(C2=CC=CC=C12)=O)CC1=CC=CC=C1)=O ((2-Benzyl-3-oxo-2,3-dihydro-1H-isoindol-1-yloxy)-acetic acid ethyl ester), C([O-])([O-])=O.[K+].[K+] (potassium carbonate), Cl (HCl). Solvent: CO (methanol), O (water). The product is C(C1=CC=CC=C1)N1C(C2=CC=CC=C2C1=O)OCC(=O)O ((2-Benzyl-3-oxo-2,3-dihydro-1H-isoindol-1-yloxy)-acetic acid). Yield: 93.0%. Reaction SMILES: C([O:3][C:4](=[O:24])[CH2:5][O:6][CH:7]1[C:15]2[C:10](=[CH:11][CH:12]=[CH:13][CH:14]=2)[C:9](=[O:16])[N:8]1[CH2:17][C:18]1[CH:23]=[CH:22][CH:21]=[CH:20][CH:19]=1)C.C(=O)([O-])[O-].[K+].[K+].Cl>CO.O>[CH2:17]([N:8]1[C:9](=[O:16])[C:10]2[C:15](=[CH:14][CH:13]=[CH:12][CH:11]=2)[CH:7]1[O:6][CH2:5][C:4]([OH:24])=[O:3])[C:18]1[CH:19]=[CH:20][CH:21]=[CH:22][CH:23]=1 |f:1.2.3|. Procedure: To a solution of compound 21 (2.0 g, 6.15 mmol) in methanol (20 mL) and water (5 mL) was added potassium carbonate (1.3 g, 9.4 mmol) and the resulting reaction mixture was allowed to stir at reflux for 2 hours. The reaction mixture is poured onto 1N HCl and extracted with dichloromethane (3×100 mL) and the combined dichloromethane extracts were dried over anhydrous sodium sulfate and concentrated in vacuo to provide 1.7 g of 22 as a white solid (1.83 g theoretical, 93% yield).